From a dataset of the Open Reaction Database (ORD), a public repository of structured organic reaction records. describe an organic reaction: reactants, conditions, products, and yield Reactants: Cl.BrC1=C(C=CC(=C1)C)NN (2-bromo-4 methylphenylhydrazine hydrochloride), FC=1C=C(N)C=CC1C (3-fluoro-4-methylaniline). Product: Cl.FC=1C=C(C=CC1C)NN (3-Fluoro-4-methylphenylhydrazine hydrochloride). Reaction SMILES: [ClH:1].Br[C:3]1[CH:8]=[C:7]([CH3:9])[CH:6]=[CH:5][C:4]=1[NH:10][NH2:11].[F:12]C1C=C(C=CC=1C)N>>[ClH:1].[F:12][C:8]1[CH:3]=[C:4]([NH:10][NH2:11])[CH:5]=[CH:6][C:7]=1[CH3:9] |f:0.1,3.4|. Procedure: 3-Fluoro-4-methylphenylhydrazine hydrochloride (21.4 g) was prepared as described for 2-bromo-4 methylphenylhydrazine hydrochloride in Example 4, except using 3-fluoro-4-methylaniline as starting material. ##STR39## Starting materials: C(C)(=O)OCC([C@]1(CC[C@H]2[C@@H]3CCC4=CC(CC[C@]4(C)C3=CC[C@]12C)=O)O)=O (21-acetoxy-17-hydroxy-4,9(11)-pregnadiene-3,20-dione), [OH-].[K+] (potassium hydroxide), ice water. Solvent: C(Cl)Cl (methylene chloride), CO (methanol). The product is O[C@]1(C(CO)=O)CC[C@H]2[C@@H]3CCC4=CC(CC[C@]4(C)C3=CC[C@]12C)=O (17,21-dihydroxy-4,9(11)-pregnadiene-3,20-dione). Yield: 89.8%. RXN SMILES: C([O:4][CH2:5][C:6](=[O:28])[C@:7]1([OH:27])[C@:24]2([CH3:25])[C@H:10]([C@H:11]3[C:21](=[CH:22][CH2:23]2)[C@:19]2([CH3:20])[C:14](=[CH:15][C:16](=[O:26])[CH2:17][CH2:18]2)[CH2:13][CH2:12]3)[CH2:9][CH2:8]1)(=O)C.[OH-].[K+]>CO.C(Cl)Cl>[OH:27][C@:7]1([C@:24]2([CH3:25])[C@H:10]([C@H:11]3[C:21](=[CH:22][CH2:23]2)[C@:19]2([CH3:20])[C:14](=[CH:15][C:16](=[O:26])[CH2:17][CH2:18]2)[CH2:13][CH2:12]3)[CH2:9][CH2:8]1)[C:6](=[O:28])[CH2:5][OH:4] |f:1.2|. Procedure details: At room temperature, 1.5 g of 21-acetoxy-17-hydroxy-4,9(11)-pregnadiene-3,20-dione in 40 ml of methanol is agitated for 2 hours at room temperature with 15 ml of 0.2N methanolic potassium hydroxide solution. The reaction mixture is introduced into ice water. The precipitated product is suctioned off, dissolved in methylene chloride, washed with water, and dried over sodium sulfate, thus obtaining 1.2 g of 17,21-dihydroxy-4,9(11)-pregnadiene-3,20-dione; mp 248.2° C. Starting materials: C(=O)(OC(C)(C)C)N[C@@H](CC1=CC=CC=C1)C(=O)NC1=CC=C2C(=C(OC(=O)C2=C1)OCCC)Cl (7-(Boc-phenylalanyl)amino-4-chloro-3-propyloxyisocoumarin), C(C1=CC=CC=C1)(=O)N[C@@H](C)C(=O)N[C@@H](C)C(=O)NC1=CC=C2C(=C(OC(=O)C2=C1)OCCC)Cl (7-(benzoylalanylalanyl)amino-4-chloro-3-propyloxyisocoumarin), C(=O)(OC(C)(C)C)N[C@@H](C(C)C)C(=O)NC1=CC=C2C(=C(OC(=O)C2=C1)OCC)Cl (7-(Boc-valyl)amino-4-chloro-3-ethoxyisocoumarin), C(=O)(OC(C)(C)C)N[C@@H](C)C(=O)NC1=CC=C2C(=C(OC(=O)C2=C1)OCC)Cl (7-(Boc-alanyl)amino-4-chloro-3-ethoxyisocoumarin), C(=O)(OC(C)(C)C)N[C@@H](C)C(=O)NC1=CC=C2C(=C(OC(=O)C2=C1)OCCC1=CC=CC=C1)Cl (7-(Boc-alanyl)amino-4-chloro-3-(2-phenylethoxy)isocoumarin). The product is C(=O)(OC(C)(C)C)N[C@@H](C(C)C)C(=O)NC1=CC=C2C(=C(OC(=O)C2=C1)OCCC)Cl (7-(Boc-valyl)amino-4-chloro-3-propyloxyisocoumarin). RXN SMILES: [C:1]([NH:8][C@H:9]([C:17]([NH:19][C:20]1[CH:30]=[C:29]2[C:23]([C:24]([Cl:35])=[C:25]([O:31][CH2:32][CH2:33][CH3:34])[O:26][C:27]2=[O:28])=[CH:22][CH:21]=1)=[O:18])CC1C=CC=CC=1)([O:3][C:4]([CH3:7])([CH3:6])[CH3:5])=[O:2].[C:36](N[C@H](C(N[C@H](C(NC1C=C2C(C(Cl)=C(OCCC)OC2=O)=CC=1)=O)C)=O)C)(=O)[C:37]1C=CC=C[CH:38]=1.C(N[C@H](C(NC1C=C2C(C(Cl)=C(OCC)OC2=O)=CC=1)=O)C(C)C)(OC(C)(C)C)=O.C(N[C@H](C(NC1C=C2C(C(Cl)=C(OCC)OC2=O)=CC=1)=O)C)(OC(C)(C)C)=O.C(N[C@H](C(NC1C=C2C(C(Cl)=C(OCCC3C=CC=CC=3)OC2=O)=CC=1)=O)C)(OC(C)(C)C)=O>>[C:1]([NH:8][C@H:9]([C:17]([NH:19][C:20]1[CH:30]=[C:29]2[C:23]([C:24]([Cl:35])=[C:25]([O:31][CH2:32][CH2:33][CH3:34])[O:26][C:27]2=[O:28])=[CH:22][CH:21]=1)=[O:18])[CH:37]([CH3:38])[CH3:36])([O:3][C:4]([CH3:7])([CH3:5])[CH3:6])=[O:2]. Procedure details: 7-(Boc-phenylalanyl)amino-4-chloro-3-propyloxyisocoumarin, 7-(benzoylalanylalanyl)amino-4-chloro-3-propyloxyisocoumarin, 7-(Boc-valyl)amino-4-chloro-3-ethoxyisocoumarin, 7-(Boc-alanyl)amino-4-chloro-3-ethoxyisocoumarin and 7-(Boc-alanyl)amino-4-chloro-3-(2-phenylethoxy)isocoumarin can be prepared by the same procedure. The reactants are [H][H] (hydrogen), 47, CN1CC(N(CC1)C1=C(C=CC=C1)[N+](=O)[O-])C(=O)O (4-methyl-1-(o-nitrophenyl)piperazine-2-carboxylic acid), C([O-])(O)=O.[K+] (potassium bicarbonate), Cl (hydrogen chloride), hydrochloride salt. The reagents and catalysts are [Ni] (Raney nickel). Run in C(C)O (ethanol), O (water), C(C)O (ethanol). Yields the product CN1CC2N(C3=CC=CC=C3NC2=O)CC1 (2,3,4,4a-Tetrahydro-3-methyl-1H-pyrazino[1,2-a]quinoxaline-5(6H)-one). RXN SMILES: [CH3:1][N:2]1[CH2:7][CH2:6][N:5]([C:8]2[CH:13]=[CH:12][CH:11]=[CH:10][C:9]=2[N+:14]([O-])=O)[CH:4]([C:17]([OH:19])=O)[CH2:3]1.C(=O)(O)[O-].[K+].[H][H].Cl>[Ni].C(O)C.O>[CH3:1][N:2]1[CH2:7][CH2:6][N:5]2[C:8]3[C:9]([NH:14][C:17](=[O:19])[CH:4]2[CH2:3]1)=[CH:10][CH:11]=[CH:12][CH:13]=3 |f:1.2|. Procedure details: A mixture of 3.5 g. (0.0135 mole) of 4-methyl-1-(o-nitrophenyl)piperazine-2-carboxylic acid, 2.5 g. (0.025 mole) of potassium bicarbonate, 110 ml. of water, 110 ml. of ethanol and 21/2 teaspoons of Raney nickel is hydrogenated in a Parr apparatus for 12 hours at an initial hydrogen pressure of 47 p.s.i. The catalyst is filtered and the filtrate is acidified with dilute hydrochloric acid. The mixture is then basified with sodium hydroxide and extracted with ethylacetate. The extract is dried and ... Reactants: Cl.ClCCCN (3-chloropropylamine HCl), O (H2O), N1=CC=C(C=C1)C=O (pyridine-4-carboxaldehyde), C(=O)([O-])[O-].[K+].[K+] (K2CO3), aldehyde. The solvent is C(Cl)Cl (CH2Cl2). Yields the product ClCCCN=CC1=CC=NC=C1 (Pyridine-4-carboxaldehyde (3-Chloropropyl)imine). As a reaction SMILES: Cl.[Cl:2][CH2:3][CH2:4][CH2:5][NH2:6].O.[N:8]1[CH:13]=[CH:12][C:11]([CH:14]=O)=[CH:10][CH:9]=1.C([O-])([O-])=O.[K+].[K+]>C(Cl)Cl>[Cl:2][CH2:3][CH2:4][CH2:5][N:6]=[CH:14][C:11]1[CH:12]=[CH:13][N:8]=[CH:9][CH:10]=1 |f:0.1,4.5.6|. Procedure: To 3-chloropropylamine HCl (15.1 g, 0.120 moles (hereinafter mol)) and H2O (100 mL) was added pyridine-4-carboxaldehyde (9.55 mL, 0.100 mol), then K2CO3 (8.28 g, 0.060 mol) then CH2Cl2 (100 mL) and the mixture was stirred for 40 min. The phases were separated and the aq phase was extracted with additional CH2Cl2 (2×50 mL), dried (Na2SO4) and concentrated to afford 17.1 g (94%) 1H NMR (CD3Cl): d 8.69 (d, J=4.5 Hz, 2H, 8.32 (s, 1H), 8.28 (s, 1H), 7.58 (d, J=4.5 Hz, 2H), 3.71 (m, 2H), 3.63 (t, J=6 ... The reactants are CCCc1ccccc1N, CCOC(C)=O, O=C(C(F)(F)F)C(F)(F)F, O, O, O, O, Cc1ccc(S(=O)(=O)O)cc1. The product is CCCc1cc(C(O)(C(F)(F)F)C(F)(F)F)ccc1N. Reaction SMILES: [CH2:1]([CH2:2][CH3:3])[c:4]1[c:5]([NH2:6])[cH:7][cH:8][cH:9][cH:10]1.[CH3:36][CH2:37][O:38][C:39](=[O:40])[CH3:41].[F:26][C:27]([C:28](=[O:29])[C:30]([F:31])([F:32])[F:33])([F:34])[F:35].[OH2:11].[OH2:23].[OH2:24].[OH2:25].[c:12]1([CH3:13])[cH:14][cH:15][c:16]([S:17]([OH:18])(=[O:19])=[O:20])[cH:21][cH:22]1>>[CH2:1]([CH2:2][CH3:3])[c:4]1[c:5]([NH2:6])[cH:7][cH:8][c:9]([C:28]([C:27]([F:26])([F:34])[F:35])([OH:29])[C:30]([F:31])([F:32])[F:33])[cH:10]1.